From a dataset of the Open Reaction Database (ORD), a public repository of structured organic reaction records. describe an organic reaction: reactants, conditions, products, and yield Starting materials: C1CCOC1, CCCC[N+](CCCC)(CCCC)CCCC, CC(C)[Si](C(C)C)(C(C)C)n1ccc(-c2nccs2)c1, [F-]. The product is c1csc(-c2cc[nH]c2)n1. RXN SMILES: [CH2:39]1[O:40][CH2:41][CH2:42][CH2:43]1.[CH3:22][CH2:23][CH2:24][CH2:25][N+:26]([CH2:27][CH2:28][CH2:29][CH3:30])([CH2:31][CH2:32][CH2:33][CH3:34])[CH2:35][CH2:36][CH2:37][CH3:38].[CH:1]([Si:2]([CH:3]([CH3:4])[CH3:15])([n:5]1[cH:6][c:7](-[c:10]2[s:11][cH:12][cH:13][n:14]2)[cH:8][cH:9]1)[CH:16]([CH3:17])[CH3:18])([CH3:19])[CH3:20].[F-:21]>>[nH:5]1[cH:6][c:7](-[c:10]2[s:11][cH:12][cH:13][n:14]2)[cH:8][cH:9]1.